This data is from the Open Reaction Database (ORD), a public repository of structured organic reaction records. The task is: describe an organic reaction: reactants, conditions, products, and yield Starting materials: COC1=CC(=C(C=C1)NC(CC1=CC=CC=C1)=O)[N+](=O)[O-] (N-(4-methoxy-2-nitrophenyl) phenylacetamide), C(C)(=O)O (acetic acid). Reagents/catalysts: [Fe] (Iron). Reaction conditions: time 48 hour. Product: C(C)(=O)[O-] (acetate), C(C1=CC=CC=C1)C=1NC2=C(N1)C=CC(=C2)OC (2-Benzyl-5-methoxybenzimidazole). Reaction SMILES: [CH3:1][O:2][C:3]1[CH:8]=[CH:7][C:6]([NH:9][C:10](=O)[CH2:11][C:12]2[CH:17]=[CH:16][CH:15]=[CH:14][CH:13]=2)=[C:5]([N+:19]([O-])=O)[CH:4]=1.[C:22]([OH:25])(=[O:24])[CH3:23]>[Fe]>[C:22]([O-:25])(=[O:24])[CH3:23].[CH2:11]([C:10]1[NH:19][C:5]2[CH:4]=[C:3]([O:2][CH3:1])[CH:8]=[CH:7][C:6]=2[N:9]=1)[C:12]1[CH:17]=[CH:16][CH:15]=[CH:14][CH:13]=1. Reported procedure: Iron (Fe) (124.7 mmole, 6.97 g) is added to a solution of N-(4-methoxy-2-nitrophenyl) phenylacetamide (18.5 mmole, 5.0 g) in acetic acid (130 ml). The mixture is refluxed for two hours and is stirred at room temperature for 48 hours. The solvent is evaporated. Recrystallisation from ethyl. acetate gives the title product as a light yellow solid. Starting materials: COc1ccc2c(c1)c(C=O)cn2CCCCCCl, CC#N, [I-], [Na+]. Product: COc1ccc2c(c1)c(C=O)cn2CCCCCI. As a reaction SMILES: [CH3:1][O:2][c:3]1[cH:4][c:5]2[c:6]([CH:18]=[O:19])[cH:7][n:8]([CH2:12][CH2:13][CH2:14][CH2:15][CH2:16][Cl:17])[c:9]2[cH:10][cH:11]1.[CH3:22][C:23]#[N:24].[I-:21].[Na+:20]>>[CH3:1][O:2][c:3]1[cH:4][c:5]2[c:6]([CH:18]=[O:19])[cH:7][n:8]([CH2:12][CH2:13][CH2:14][CH2:15][CH2:16][I:21])[c:9]2[cH:10][cH:11]1. Reactants: C(CN)N (ethylenediamine), S(=O)(=O)(C1=CC=CC=2C(N(C)C)=CC=CC12)Cl (dansyl chloride), S(=O)(=O)(C1=CC=CC=2C(N(C)C)=CC=CC12)Cl (dansyl chloride), [OH-].[Na+] (sodium hydroxide). Solvent: C(Cl)(Cl)Cl (chloroform), C(Cl)(Cl)Cl (chloroform). Conditions: time 8 hour. The product is S(=O)(=O)(C1=CC=CC=2C(N(C)C)=CC=CC12)NCCN (N-Dansyl-ethylenediamine). The yield is 39.9%. As a reaction SMILES: [CH2:1]([NH2:4])[CH2:2][NH2:3].[S:5](Cl)([C:8]1[C:20]2[CH:19]=[CH:18][CH:17]=[C:13]([N:14]([CH3:16])[CH3:15])[C:12]=2[CH:11]=[CH:10][CH:9]=1)(=[O:7])=[O:6].[OH-].[Na+]>C(Cl)(Cl)Cl>[S:5]([NH:3][CH2:2][CH2:1][NH2:4])([C:8]1[C:20]2[CH:19]=[CH:18][CH:17]=[C:13]([N:14]([CH3:16])[CH3:15])[C:12]=2[CH:11]=[CH:10][CH:9]=1)(=[O:7])=[O:6] |f:2.3|. Procedure: To a solution of ethylenediamine (635 mg, 10.6 mmol) in chloroform (10 ml), a solution of dansyl chloride (285 mg, 1.06 mmol) in chloroform (12 ml) was dropwise added, and the reaction mixture was stirred at room temperature overnight, followed by addition of a bit of 1 N sodium hydroxide thereto for hydrolysis of unreacted dansyl chloride. The reaction mixture was concentrated, and the residue was combined with acetone. Insoluble materials were removed by filtration, and the filtrate was concen... Starting materials: C(C1=CC=CC=C1)N1CC(C(C1)C1=C(C(=CC=C1)OC)[N+](=O)[O-])(C(=O)OCC)C(=O)OCC (diethyl 1-benzyl-4-(3-methoxy-2-nitrophenyl)pyrrolidine-3,3-dicarboxylate), [H][H] (hydrogen). The reagents and catalysts are [Pd] (Pd/C). Run in CO (methanol). Product: COC1=CC=CC=2[C@@H]3[C@](C(NC12)=O)(CNC3)C(=O)OCC ((±)-cis Ethyl 6-methoxy-4-oxo-2,3,3a,4,5,9b-hexahydro-1H-pyrrolo[3,4-c]quinoline-3a-carboxylate). Yield: 60.3%. As a reaction SMILES: C([N:8]1[CH2:12][CH:11]([C:13]2[CH:18]=[CH:17][CH:16]=[C:15]([O:19][CH3:20])[C:14]=2[N+:21]([O-])=O)[C:10]([C:29](OCC)=[O:30])([C:24]([O:26][CH2:27][CH3:28])=[O:25])[CH2:9]1)C1C=CC=CC=1.[H][H]>CO.[Pd]>[CH3:20][O:19][C:15]1[C:14]2[NH:21][C:29](=[O:30])[C@:10]3([C:24]([O:26][CH2:27][CH3:28])=[O:25])[CH2:9][NH:8][CH2:12][C@@H:11]3[C:13]=2[CH:18]=[CH:17][CH:16]=1. Procedure: To a solution of diethyl 1-benzyl-4-(3-methoxy-2-nitrophenyl)pyrrolidine-3,3-dicarboxylate (200 mg, 0.44 mmol) in 20 mL of methanol was added 10% Pd/C catalyst (40 mg, 20% by wt). The mixture was placed on a Parr shaker under 50 psi of hydrogen for 18 h. The reaction was filtered through a pad of Celite and concentrated in vacuo. The residue was purified by flash chromatography (elution with 5% methanol/methylene chloride) to afford 77 mg (60%) of the title compound as a solid. LRMS (ESI): 291.2... Starting materials: O[C@@H]([C@@H](OC1=CC=C(C=C1)B(O)O)C)CCC=1C=NC=CC1 ((1S,2R)-4-(2-Hydroxy-1-methyl-4-pyridin-3-ylbutoxy)benzeneboronic acid), BrC1=CC(=C(C=C1F)S(=O)(=O)N)F (4-bromo-2,5-difluorobenzenesulfonamide), C([O-])([O-])=O.[Na+].[Na+] (sodium carbonate). Reagents/catalysts: C=1C=CC(=CC1)[P](C=2C=CC=CC2)(C=3C=CC=CC3)[Pd]([P](C=4C=CC=CC4)(C=5C=CC=CC5)C=6C=CC=CC6)([P](C=7C=CC=CC7)(C=8C=CC=CC8)C=9C=CC=CC9)[P](C=1C=CC=CC1)(C=1C=CC=CC1)C=1C=CC=CC1 (tetrakis(triphenylphosphine)palladium). Solvent: C(C)O (ethanol). Reaction conditions: temperature 80 celsius. Yields the product FC1=C(C=C(C(=C1)S(=O)(=O)N)F)C1=CC=C(C=C1)O[C@H]([C@@H](CCC=1C=NC=CC1)O)C ((1S, 2R)-2,5-Difluoro-4′-(2-hydroxy-1-methyl-4-pyridin-3-yl-butoxy)biphenyl-4-sulfonic acid amide). Isolated yield 36.9%. As a reaction SMILES: [OH:1][C@H:2]([CH2:15][CH2:16][C:17]1[CH:18]=[N:19][CH:20]=[CH:21][CH:22]=1)[C@H:3]([CH3:14])[O:4][C:5]1[CH:10]=[CH:9][C:8](B(O)O)=[CH:7][CH:6]=1.Br[C:24]1[C:29]([F:30])=[CH:28][C:27]([S:31]([NH2:34])(=[O:33])=[O:32])=[C:26]([F:35])[CH:25]=1.C(=O)([O-])[O-].[Na+].[Na+]>C1C=CC([P]([Pd]([P](C2C=CC=CC=2)(C2C=CC=CC=2)C2C=CC=CC=2)([P](C2C=CC=CC=2)(C2C=CC=CC=2)C2C=CC=CC=2)[P](C2C=CC=CC=2)(C2C=CC=CC=2)C2C=CC=CC=2)(C2C=CC=CC=2)C2C=CC=CC=2)=CC=1.C(O)C>[F:30][C:29]1[CH:28]=[C:27]([S:31]([NH2:34])(=[O:32])=[O:33])[C:26]([F:35])=[CH:25][C:24]=1[C:8]1[CH:9]=[CH:10][C:5]([O:4][C@@H:3]([CH3:14])[C@H:2]([OH:1])[CH2:15][CH2:16][C:17]2[CH:18]=[N:19][CH:20]=[CH:21][CH:22]=2)=[CH:6][CH:7]=1 |f:2.3.4,^1:45,47,66,85|. Procedure details: Prepared according to the method described in Example 12) from (1S,2R)-4-(2-hydroxy-1-methyl-4-pyridin-3-ylbutoxy)benzeneboronic acid (0.2 g, Example 33), 4-bromo-2,5-difluorobenzenesulfonamide (0.19 g, Example 37a)), ethanol (3 ml), 2M aqueous sodium carbonate (0.7 ml) and tetrakis(triphenylphosphine)palladium (0) (0.03 g) with heating at 80° C. for 3 hours. After work-up, the residue was purified by normal-phase HPLC eluting with a gradient of 0-25% ethanol in dichloromethane to give the title... Reactants: COC(CN1C(N(C(C1C)=O)C1=C(C=CC(=C1)CC1=NNC(C2=CC=CC=C12)=O)F)=O)=O ({3-[2-Fluoro-5-(4-oxo-3,4-dihydro-phthalazin-1-ylmethyl)-phenyl]-5-methyl-2,4-dioxo-imidazolidin-1-yl}-acetic acid methyl ester), CO (methanol). The solvent is N (ammonia). Reaction conditions: temperature 60 celsius. Product: FC1=C(C=C(C=C1)CC1=NNC(C2=CC=CC=C12)=O)N1C(N(C(C1=O)C)CC(=O)O)=O ({3-[2-Fluoro-5-(4-oxo-3,4-dihydro-phthalazin-1-ylmethyl)-phenyl]-5 methyl-2,4-dioxo-imidazolidin-1-yl}-acetic acid). RXN SMILES: C[O:2][C:3](=[O:32])[CH2:4][N:5]1[CH:9]([CH3:10])[C:8](=[O:11])[N:7]([C:12]2[CH:17]=[C:16]([CH2:18][C:19]3[C:28]4[C:23](=[CH:24][CH:25]=[CH:26][CH:27]=4)[C:22](=[O:29])[NH:21][N:20]=3)[CH:15]=[CH:14][C:13]=2[F:30])[C:6]1=[O:31].CO>N>[F:30][C:13]1[CH:14]=[CH:15][C:16]([CH2:18][C:19]2[C:28]3[C:23](=[CH:24][CH:25]=[CH:26][CH:27]=3)[C:22](=[O:29])[NH:21][N:20]=2)=[CH:17][C:12]=1[N:7]1[C:8](=[O:11])[CH:9]([CH3:10])[N:5]([CH2:4][C:3]([OH:32])=[O:2])[C:6]1=[O:31]. Reported procedure: {3-[2-Fluoro-5-(4-oxo-3,4-dihydro-phthalazin-1-ylmethyl)-phenyl]-5-methyl-2,4-dioxo-imidazolidin-1-yl}-acetic acid methyl ester (39)(0.03 g, 0.068 mmol) was dissolved in solution of 7N ammonia in methanol (2 ml, 14 mmol) and placed in a sealed tube. The reaction was then heated to 60° C. for 18 hours. The resultant solution was concentrated in vacuo absorbed onto a 1 ml silica cartridge. The material was eluted with neat ethyl acetate. RF of 0.65 yielding pure amide product. Single peak in LC-MS... The reactants are OC(CN=C=C1CC=C(S1)C=1SC=CC1)CO (5-(N-2,3-dihydroxypropyliminomethylidene)-2,2'-bithiophene), [BH4-].[Na+] (NaBH4). Run in CO (methanol). Product: OC(CNCC1=CC=C(S1)C=1SC=CC1)CO (5-(N-2,3-dihydroxypropylaminomethyl)-2,2'-bithiophene). RXN SMILES: [OH:1][CH:2]([CH2:16][OH:17])[CH2:3][N:4]=[C:5]=[C:6]1[S:10][C:9]([C:11]2[S:12][CH:13]=[CH:14][CH:15]=2)=[CH:8][CH2:7]1.[BH4-].[Na+]>CO>[OH:1][CH:2]([CH2:16][OH:17])[CH2:3][NH:4][CH2:5][C:6]1[S:10][C:9]([C:11]2[S:12][CH:13]=[CH:14][CH:15]=2)=[CH:8][CH:7]=1 |f:1.2|. Procedure: 5-(N-2,3-dihydroxypropyliminomethylidene)-2,2'-bithiophene was dissolved in 50 ml of methanol and stirred in ice bath. NaBH4 was added until bubbling stopped. After the methanol was removed under reduced pressure and the residue was extracted with dichloromethane. The extract was washed with saturated NaCl solution, dried over anhydrous magnesium sulfate and condensed under reduced pressure. The crude yellow glue-like product was thus obtained. Starting materials: CCO, COC(=O)Cc1ccc(-c2ccccc2F)cc1, [K+], [OH-], O. Yields the product O=C(O)Cc1ccc(-c2ccccc2F)cc1. RXN SMILES: [CH3:19][CH2:20][OH:21].[F:1][c:2]1[c:3](-[c:8]2[cH:9][cH:10][c:11]([CH2:14][C:15](=[O:16])[O:17][CH3:18])[cH:12][cH:13]2)[cH:4][cH:5][cH:6][cH:7]1.[K+:23].[OH-:22].[OH2:24]>>[F:1][c:2]1[c:3](-[c:8]2[cH:9][cH:10][c:11]([CH2:14][C:15](=[O:16])[OH:17])[cH:12][cH:13]2)[cH:4][cH:5][cH:6][cH:7]1.